This data is from the Open Reaction Database (ORD), a public repository of structured organic reaction records. The task is: describe an organic reaction: reactants, conditions, products, and yield The reactants are ClCCl, O=C1c2ccccc2-n2cnc(CO)c2C2CCCN12. The product is O=Cc1ncn2c1C1CCCN1C(=O)c1ccccc1-2. RXN SMILES: [CH2:21]([Cl:22])[Cl:23].[OH:1][CH2:2][c:3]1[n:4][cH:5][n:6]2[c:7]1[CH:8]1[N:9]([C:10](=[O:17])[c:11]3[c:12]-2[cH:13][cH:14][cH:15][cH:16]3)[CH2:18][CH2:19][CH2:20]1>>[O:1]=[CH:2][c:3]1[n:4][cH:5][n:6]2[c:7]1[CH:8]1[N:9]([C:10](=[O:17])[c:11]3[c:12]-2[cH:13][cH:14][cH:15][cH:16]3)[CH2:18][CH2:19][CH2:20]1. Starting materials: [H-].[Na+] (Sodium hydride), CC=1N=CNC1C(=O)OCC (ethyl 4-methyl-imidazole-5-carboxylate), C(C1=CC=CC=C1)(C1=CC=CC=C1)(C1=CC=CC=C1)Cl (trityl chloride). Solvent: C(C)(=O)OCC (ethyl acetate), O1CCCC1 (tetrahydrofuran). Reaction conditions: time 10 minute. Product: CC1=C(N=CN1C(C1=CC=CC=C1)(C1=CC=CC=C1)C1=CC=CC=C1)C(=O)OCC (ethyl 5-methyl-1-(triphenylmethyl)imidazole-4-carboxylate). Isolated yield 10.2%. Reaction SMILES: [H-].[Na+].[CH3:3][C:4]1[N:5]=[CH:6][NH:7][C:8]=1[C:9]([O:11][CH2:12][CH3:13])=[O:10].[C:14](Cl)([C:27]1[CH:32]=[CH:31][CH:30]=[CH:29][CH:28]=1)([C:21]1[CH:26]=[CH:25][CH:24]=[CH:23][CH:22]=1)[C:15]1[CH:20]=[CH:19][CH:18]=[CH:17][CH:16]=1>O1CCCC1.C(OCC)(=O)C>[CH3:3][C:4]1[N:5]([C:14]([C:15]2[CH:20]=[CH:19][CH:18]=[CH:17][CH:16]=2)([C:27]2[CH:28]=[CH:29][CH:30]=[CH:31][CH:32]=2)[C:21]2[CH:22]=[CH:23][CH:24]=[CH:25][CH:26]=2)[CH:6]=[N:7][C:8]=1[C:9]([O:11][CH2:12][CH3:13])=[O:10] |f:0.1|. Procedure: Sodium hydride (900 mg, 80% oil dispersion, 30 mmol) was added in portions over 5 minutes to a stirred solution of ethyl 4-methyl-imidazole-5-carboxylate (3.85 g, 25 mmol) in dry tetrahydrofuran (100 ml) at room temperature under nitrogen. After 10 minutes, trityl chloride (8.36 g, 30 mmol) was added in one portion. After 1 h, the mixture was diluted with ethyl acetate (500 ml) and washed with water (200 ml). The washings were extracted with ethyl acetate (2×75 ml) and the combined organic solut... Starting materials: C(C)(C)(C)OC(N[C@@H]1C[C@H](C1)N1C(C(C2=C1N=C(N=C2)SC)(C)C)=O)=O (tert-butyl(trans-3-(5,5-dimethyl-2-(methylthio)-6-oxo-5H-pyrrolo[2,3-d]pyrimidin-7(6H)-yl)cyclobutyl)carbamate), INTERMEDIATE 63, C(C)[SiH](CC)CC (triethylsilane). The reagents and catalysts are [Pd] (palladium). Solvent: O1CCCC1 (tetrahydrofuran). Run at time 15 minute. Product: C(C)(C)(C)OC(N[C@@H]1C[C@H](C1)N1C(C(C2=C1N=CN=C2)(C)C)=O)=O (tert-butyl(trans-3-(5,5-dimethyl-6-oxo-5H-pyrrolo[2,3-d]pyrimidin-7(6H)-yl)cyclobutyl)carbamate). Reaction SMILES: [C:1]([O:5][C:6](=[O:26])[NH:7][C@H:8]1[CH2:11][C@H:10]([N:12]2[C:16]3[N:17]=[C:18](SC)[N:19]=[CH:20][C:15]=3[C:14]([CH3:24])([CH3:23])[C:13]2=[O:25])[CH2:9]1)([CH3:4])([CH3:3])[CH3:2].C([SiH](CC)CC)C>O1CCCC1.[Pd]>[C:1]([O:5][C:6](=[O:26])[NH:7][C@H:8]1[CH2:9][C@H:10]([N:12]2[C:16]3[N:17]=[CH:18][N:19]=[CH:20][C:15]=3[C:14]([CH3:24])([CH3:23])[C:13]2=[O:25])[CH2:11]1)([CH3:4])([CH3:2])[CH3:3]. Reported procedure: To a solution of tert-butyl(trans-3-(5,5-dimethyl-2-(methylthio)-6-oxo-5H-pyrrolo[2,3-d]pyrimidin-7(6H)-yl)cyclobutyl)carbamate, INTERMEDIATE 63, (0.9 g, 2.378 mmol) in dry tetrahydrofuran (10 mL) was added cautiously palladium 10 wt. % on activated carbon (0.051 ml, 0.476 mmol) followed by triethylsilane (3.04 ml, 19.02 mmol). The mixture was stirred for 15 minutes under nitrogen atmosphere, filtered, and filtrate concentrated to give tert-butyl(trans-3-(5,5-dimethyl-6-oxo-5H-pyrrolo[2,3-d]pyri... Reactants: [N+](=O)([O-])C=1C(=C(C=CC1)N)N (3-nitro-1,2-phenylenediamine), C(C)(=O)O (acetic acid), NC=1C=C(C(=O)O)C=CC1N (3,4-diaminobenzoic acid), Cl.Cl.C(CC(OCC)=N)(OCC)=N (diethyl malonimidate dihydrochloride). Solvent: Cl (HCl). The product is Cl.Cl.NC1=CC=CC=2NC(=NC21)CC2=NC1=C(N2)C=CC(=C1)C(=O)O (2-[(4-amino-1H-benzimidazol-2-yl)methyl]-1H-benzimidazole-5-carboxylic acid dihydrochloride). Yield: 31.1%. As a reaction SMILES: [N+:1]([C:4]1[C:5]([NH2:11])=[C:6]([NH2:10])[CH:7]=[CH:8][CH:9]=1)([O-])=O.[NH2:12][C:13]1[CH:14]=[C:15]([CH:19]=[CH:20][C:21]=1[NH2:22])[C:16]([OH:18])=[O:17].[ClH:23].Cl.[C:25](=N)(OCC)[CH2:26][C:27](=N)OCC.C(O)(=O)C>Cl>[ClH:23].[ClH:23].[NH2:10][C:6]1[C:5]2[N:11]=[C:25]([CH2:26][C:27]3[NH:22][C:21]4[CH:20]=[CH:19][C:15]([C:16]([OH:18])=[O:17])=[CH:14][C:13]=4[N:12]=3)[NH:1][C:4]=2[CH:9]=[CH:8][CH:7]=1 |f:2.3.4,7.8.9|. Procedure details: The following components were reacted according to General Procedure 1, above: 3-nitro-1,2-phenylenediamine (0.50 g; 3.26 mmoles) 3,4-diaminobenzoic acid (0.40 g; 3.26 mmoles), diethyl malonimidate dihydrochloride (1.1 eq.; 0.83 g; 3.60 mmoles) and acetic acid (25 mL). The crude mixture of three compounds was then reduced according to General Procedure 2, above. The crude solid product was taken up in 10 mL of dilute HCl, purified by preparative HPLC (2 to 40% acetonitrile (with 0.1% TFA) over 6... The reactants are C1CCOC1, CCCn1c(=O)c2c(nc(C3(O)CC4OC(C3)C(C(=O)OC)C4C(=O)OC)n2C2CCCCO2)n(CCC)c1=O, CO, Cl. Yields the product CCCn1c(=O)c2[nH]c(C3(O)CC4OC(C3)C(C(=O)OC)C4C(=O)OC)nc2n(CCC)c1=O. RXN SMILES: [CH2:42]1[O:43][CH2:44][CH2:45][CH2:46]1.[CH3:1][O:2][C:3](=[O:4])[CH:5]1[CH:6]2[CH2:7][C:8]([OH:17])([c:18]3[n:19][c:20]4[n:21]([CH2:38][CH2:39][CH3:40])[c:22](=[O:37])[n:23]([CH2:34][CH2:35][CH3:36])[c:24](=[O:33])[c:25]4[n:26]3[CH:27]3[CH2:28][CH2:29][CH2:30][CH2:31][O:32]3)[CH2:9][CH:10]([CH:11]1[C:12](=[O:13])[O:14][CH3:15])[O:16]2.[CH3:47][OH:48].[ClH:41]>>[CH3:1][O:2][C:3](=[O:4])[CH:5]1[CH:6]2[CH2:7][C:8]([OH:17])([c:18]3[n:19][c:20]4[n:21]([CH2:38][CH2:39][CH3:40])[c:22](=[O:37])[n:23]([CH2:34][CH2:35][CH3:36])[c:24](=[O:33])[c:25]4[nH:26]3)[CH2:9][CH:10]([CH:11]1[C:12](=[O:13])[O:14][CH3:15])[O:16]2.